From a dataset of the Open Reaction Database (ORD), a public repository of structured organic reaction records. describe an organic reaction: reactants, conditions, products, and yield Solvent: C(Cl)(Cl)Cl (chloroform). The reagents and catalysts are [O-2].[O-2].[Mn+4] (manganese dioxide). The reactants are C(CC)OC1=C(C=CC=C1)C=1NC=C(N1)CO (2-(o-propoxyphenyl)-4-imidazolemethanol). Procedure details: A 44 gm. portion of 2-(o-propoxyphenyl)-4-imidazolemethanol is placed in a 2 liter round bottom flask together with 500 ml. of chloroform and 100 gm. of manganese dioxide. The mixture is stirred and refluxed for 51/2 hours. The reaction mixture is filtered while hot. The manganese dioxide is triturated with 500 ml. of hot chloroform and filtered. The two filtrates are combined and evaporated. The solid residue is recrystallized from 200 ml. of hot ethyl acetate and charcoal giving the desired pr... Reaction SMILES: [CH2:1]([O:4][C:5]1[CH:10]=[CH:9][CH:8]=[CH:7][C:6]=1[C:11]1[NH:12][CH:13]=[C:14]([CH2:16][OH:17])[N:15]=1)[CH2:2][CH3:3]>[O-2].[O-2].[Mn+4].C(Cl)(Cl)Cl>[CH2:1]([O:4][C:5]1[CH:10]=[CH:9][CH:8]=[CH:7][C:6]=1[C:11]1[NH:12][CH:13]=[C:14]([CH:16]=[O:17])[N:15]=1)[CH2:2][CH3:3] |f:1.2.3|. Yields the product C(CC)OC1=C(C=CC=C1)C=1NC=C(N1)C=O (2-o-Propoxyphenyl-4-imidazolecarboxaldehyde). Starting materials: Cc1cc(C(=O)NC2CC2)cc(Br)c1C, CC(C)O, CC1(C)OB(c2ccc(C(=O)NCC3CC3)cc2)OC1(C)C, c1ccc(P(c2ccccc2)(c2ccccc2)[Pd](P(c2ccccc2)(c2ccccc2)c2ccccc2)(P(c2ccccc2)(c2ccccc2)c2ccccc2)P(c2ccccc2)(c2ccccc2)c2ccccc2)cc1. The product is Cc1cc(C(=O)NC2CC2)cc(-c2ccc(C(=O)NCC3CC3)cc2)c1C. As a reaction SMILES: [Br:1][c:2]1[cH:3][c:4]([C:5](=[O:6])[NH:7][CH:8]2[CH2:9][CH2:10]2)[cH:11][c:12]([CH3:15])[c:13]1[CH3:14].[CH3:38][CH:39]([OH:40])[CH3:41].[CH:16]1([CH2:19][NH:20][C:21]([c:22]2[cH:23][cH:24][c:25]([B:28]3[O:29][C:30]([CH3:31])([CH3:32])[C:33]([CH3:34])([CH3:35])[O:36]3)[cH:26][cH:27]2)=[O:37])[CH2:17][CH2:18]1.[cH:42]1[cH:43][cH:44][c:45]([P:46]([Pd:47]([P:48]([c:49]2[cH:50][cH:51][cH:52][cH:53][cH:54]2)([c:55]2[cH:56][cH:57][cH:58][cH:59][cH:60]2)[c:61]2[cH:62][cH:63][cH:64][cH:65][cH:66]2)([P:67]([c:68]2[cH:69][cH:70][cH:71][cH:72][cH:73]2)([c:74]2[cH:75][cH:76][cH:77][cH:78][cH:79]2)[c:80]2[cH:81][cH:82][cH:83][cH:84][cH:85]2)[P:86]([c:87]2[cH:88][cH:89][cH:90][cH:91][cH:92]2)([c:93]2[cH:94][cH:95][cH:96][cH:97][cH:98]2)[c:99]2[cH:100][cH:101][cH:102][cH:103][cH:104]2)([c:105]2[cH:106][cH:107][cH:108][cH:109][cH:110]2)[c:111]2[cH:112][cH:113][cH:114][cH:115][cH:116]2)[cH:117][cH:118]1>>[c:2]1(-[c:25]2[cH:24][cH:23][c:22]([C:21]([NH:20][CH2:19][CH:16]3[CH2:17][CH2:18]3)=[O:37])[cH:27][cH:26]2)[cH:3][c:4]([C:5](=[O:6])[NH:7][CH:8]2[CH2:9][CH2:10]2)[cH:11][c:12]([CH3:15])[c:13]1[CH3:14]. The reactants are ClC=1C2=C(N=C(N1)N1CCOCC1)N(CC2)C2=CC=NC=C2 (4-chloro-2-morpholin-4-yl-7-pyridin-4-yl-6,7-dihydro-5H-pyrrolo[2,3-d]pyrimidine), COC=1C=NC=C(C1)B1OC(C(O1)(C)C)(C)C (3-methoxy-5-(4,4,5,5-tetramethyl-1,3,2-dioxaborolan-2-yl)pyridine), B(O)O (boronic acid). The product is COC=1C=C(C=NC1)C=1C2=C(N=C(N1)N1CCOCC1)N(CC2)C2=CC=NC=C2 (4-(5-Methoxy-pyridin-3-yl)-2-morpholin-4-yl-7-pyridin-4-yl-6,7-dihydro-5H-pyrrolo[2,3-d]pyrimidine). Reaction SMILES: Cl[C:2]1[C:3]2[CH2:16][CH2:15][N:14]([C:17]3[CH:22]=[CH:21][N:20]=[CH:19][CH:18]=3)[C:4]=2[N:5]=[C:6]([N:8]2[CH2:13][CH2:12][O:11][CH2:10][CH2:9]2)[N:7]=1.[CH3:23][O:24][C:25]1[CH:26]=[N:27][CH:28]=[C:29](B2OC(C)(C)C(C)(C)O2)[CH:30]=1.B(O)O>>[CH3:23][O:24][C:25]1[CH:30]=[C:29]([C:2]2[C:3]3[CH2:16][CH2:15][N:14]([C:17]4[CH:22]=[CH:21][N:20]=[CH:19][CH:18]=4)[C:4]=3[N:5]=[C:6]([N:8]3[CH2:13][CH2:12][O:11][CH2:10][CH2:9]3)[N:7]=2)[CH:28]=[N:27][CH:26]=1. Reported procedure: In the same manner as Example 1-B-10, using 4-chloro-2-morpholin-4-yl-7-pyridin-4-yl-6,7-dihydro-5H-pyrrolo[2,3-d]pyrimidine, and 3-methoxy-5-(4,4,5,5-tetramethyl-1,3,2-dioxaborolan-2-yl)pyridine as a boronic acid, the desired compound was obtained. Starting materials: [Si](C1=CC=CC=C1)(C1=CC=CC=C1)(C(C)(C)C)OCC1=C(C=NC2=C(C=CC=C12)NC(C1=C(C=CC=C1Cl)Cl)=O)C(N(C)OC)=O (4-(tert-butyldiphenylsilyloxymethyl)-8-(2,6-dichlorobenzoylamino)-3-(N-methoxy-N-methylcarbamoyl)quinoline), solution, [H-].C(C(C)C)[Al+]CC(C)C (diisobutylaluminum hydride). Run in O1CCCC1 (tetrahydrofuran), O1CCCC1 (tetrahydrofuran). Reaction conditions: temperature -52.5 celsius, time 50 minute. Product: [Si](C1=CC=CC=C1)(C1=CC=CC=C1)(C(C)(C)C)OCC1=C(C=NC2=C(C=CC=C12)NC(C1=C(C=CC=C1Cl)Cl)=O)C=O (4-(tert-butyldiphenylsilyloxymethyl)-8-(2,6-dichlorobenzoylamino)-3-formylquinoline). Isolated yield 86.1%. Reaction SMILES: [Si:1]([O:18][CH2:19][C:20]1[C:29]2[C:24](=[C:25]([NH:30][C:31](=[O:40])[C:32]3[C:37]([Cl:38])=[CH:36][CH:35]=[CH:34][C:33]=3[Cl:39])[CH:26]=[CH:27][CH:28]=2)[N:23]=[CH:22][C:21]=1[C:41](=[O:46])N(OC)C)([C:14]([CH3:17])([CH3:16])[CH3:15])([C:8]1[CH:13]=[CH:12][CH:11]=[CH:10][CH:9]=1)[C:2]1[CH:7]=[CH:6][CH:5]=[CH:4][CH:3]=1.[H-].C([Al+]CC(C)C)C(C)C>O1CCCC1>[Si:1]([O:18][CH2:19][C:20]1[C:29]2[C:24](=[C:25]([NH:30][C:31](=[O:40])[C:32]3[C:37]([Cl:38])=[CH:36][CH:35]=[CH:34][C:33]=3[Cl:39])[CH:26]=[CH:27][CH:28]=2)[N:23]=[CH:22][C:21]=1[CH:41]=[O:46])([C:14]([CH3:15])([CH3:17])[CH3:16])([C:8]1[CH:13]=[CH:12][CH:11]=[CH:10][CH:9]=1)[C:2]1[CH:3]=[CH:4][CH:5]=[CH:6][CH:7]=1 |f:1.2|. Procedure: To a solution of 4-(tert-butyldiphenylsilyloxymethyl)-8-(2,6-dichlorobenzoylamino)-3-(N-methoxy-N-methylcarbamoyl)quinoline (1.03 g) in tetrahydrofuran (10 ml) was dropwise added 1M solution of diisobutylaluminum hydride in tetrahydrofuran (15 ml) at -55° C., and the mixture was stirred for 50 minutes at -60 to -45° C. The mixture was quenched by saturated ammonium chloride solution and 101, aqueous solution of potassium sodium tartrate. Diethyl ether (50 ml) was added to the mixture, and the mi... Starting materials: Cl (hydrochloric acid), ClC1=C(C=C(C=C1)C(F)(F)F)[N+](=O)[O-] (4-chloro-3-nitro-benzotrifluoride), [OH-].[Na+] (sodium hydroxide), ion. Solvent: CO (methanol). Run at time 10 minute. Product: [N+](=O)([O-])C1=C(C=CC(=C1)C(F)(F)F)O (2-nitro-4-trifluoromethylphenol). Reaction SMILES: Cl[C:2]1[CH:7]=[CH:6][C:5]([C:8]([F:11])([F:10])[F:9])=[CH:4][C:3]=1[N+:12]([O-:14])=[O:13].[OH-:15].[Na+].Cl>CO>[N+:12]([C:3]1[CH:4]=[C:5]([C:8]([F:11])([F:10])[F:9])[CH:6]=[CH:7][C:2]=1[OH:15])([O-:14])=[O:13] |f:1.2|. Reported procedure: 45 g of 4-chloro-3-nitro-benzotrifluoride, dissolved in 150 ml of methanol, are initially introduced. 80 g of an ion exchanger resin containing quaternary ammonium groups are then introduced, the mixture is stirred for 10 minutes, 100 g of 50% strength sodium hydroxide solution are added dropwise, up to a maximum temperature of 70° C., and the mixture is stirred at 65° C. for 8 hours. After cooling the mixture, it is acidified with concentrated hydrochloric acid, the ion exchanger is filtered of... Starting materials: CC(C)(C)OC(=O)N1CC(OS(C)(=O)=O)CC1C(=O)NC1(C#N)CC1, CS(=O)(=O)O, Sc1ccc(-n2ccnc2)cc1. The product is CC(C)(C)OC(=O)N1CC(Sc2ccc(-n3ccnc3)cc2)CC1C(=O)NC1(C#N)CC1. As a reaction SMILES: [C:6]([CH3:7])([CH3:8])([CH3:9])[O:10][C:11](=[O:12])[N:13]1[CH:14]([C:23]([NH:24][C:25]2([C:28]#[N:29])[CH2:26][CH2:27]2)=[O:30])[CH2:15][CH:16]([O:18][S:19]([CH3:20])(=[O:21])=[O:22])[CH2:17]1.[CH3:1][S:2]([OH:3])(=[O:4])=[O:5].[n:31]1(-[c:36]2[cH:37][cH:38][c:39]([SH:42])[cH:40][cH:41]2)[cH:32][n:33][cH:34][cH:35]1>>[C:6]([CH3:7])([CH3:8])([CH3:9])[O:10][C:11](=[O:12])[N:13]1[CH:14]([C:23]([NH:24][C:25]2([C:28]#[N:29])[CH2:26][CH2:27]2)=[O:30])[CH2:15][CH:16]([S:42][c:39]2[cH:38][cH:37][c:36](-[n:31]3[cH:32][n:33][cH:34][cH:35]3)[cH:41][cH:40]2)[CH2:17]1.